This data is from the Open Reaction Database (ORD), a public repository of structured organic reaction records. The task is: describe an organic reaction: reactants, conditions, products, and yield Starting materials: [H-].[Na+] (sodium hydride), C(C1=CC=CC=C1)OC(=O)NC1=CC=C(OCC(=O)OCC)C=C1 (ethyl 4-(benzyloxycarbonylamino)phenoxyacetate), Cl (hydrochloric acid), CI (methyl iodide). Solvent: CN(C=O)C (dimethylformamide). Run at time 20 minute. Yields the product C(C1=CC=CC=C1)OC(=O)N(C)C1=CC=C(OCC(=O)OCC)C=C1 (Ethyl 4-(N-benzyloxycarbonyl-N-methylamino)phenoxyacetate). The yield is 44.2%. RXN SMILES: [H-].[Na+].[CH2:3]([O:10][C:11]([NH:13][C:14]1[CH:26]=[CH:25][C:17]([O:18][CH2:19][C:20]([O:22][CH2:23][CH3:24])=[O:21])=[CH:16][CH:15]=1)=[O:12])[C:4]1[CH:9]=[CH:8][CH:7]=[CH:6][CH:5]=1.[CH3:27]I.Cl>CN(C)C=O>[CH2:3]([O:10][C:11]([N:13]([C:14]1[CH:15]=[CH:16][C:17]([O:18][CH2:19][C:20]([O:22][CH2:23][CH3:24])=[O:21])=[CH:25][CH:26]=1)[CH3:27])=[O:12])[C:4]1[CH:5]=[CH:6][CH:7]=[CH:8][CH:9]=1 |f:0.1|. Procedure: 0.29 g (6.83 mmol) of sodium hydride (as a 55% w/w dispersion in mineral oil) was added, whilst ice-cooling, to a solution of 1.50 g (4.55 mmol) of ethyl 4-(benzyloxycarbonylamino)phenoxyacetate (prepared as described in Preparation 14) in 9 ml of dimethylformamide, and the mixture was stirred for 20 minutes, after which 0.57 ml (9.10 mmol) of methyl iodide was added to the reaction mixture. The mixture was then stirred at room temperature for 4 hours. At the end of this time, the reaction mixtu... Reactants: C=Cc1ccccc1, CCO[SiH](OCC)OCC, CC(=O)O[Si](C)(OC(C)=O)OC(C)=O, Cc1ccccc1, [Pt]. Product: CCO[Si](CCc1ccccc1)(OCC)OCC. As a reaction SMILES: [CH2:1]=[CH:2][c:3]1[cH:4][cH:5][cH:6][cH:7][cH:8]1.[CH2:9]([CH3:10])[O:11][SiH:12]([O:13][CH2:14][CH3:15])[O:16][CH2:17][CH3:18].[CH3:19][Si:20]([O:21][C:22](=[O:23])[CH3:24])([O:25][C:26](=[O:27])[CH3:28])[O:29][C:30](=[O:31])[CH3:32].[CH3:34][c:35]1[cH:36][cH:37][cH:38][cH:39][cH:40]1.[Pt:33]>>[CH2:1]([CH2:2][c:3]1[cH:4][cH:5][cH:6][cH:7][cH:8]1)[Si:12]([O:11][CH2:9][CH3:10])([O:13][CH2:14][CH3:15])[O:16][CH2:17][CH3:18]. Reactants: C=COC(C)=O, O=C(O)c1ccccc1, [Pd]. Yields the product C=COC(=O)c1ccccc1. Reaction SMILES: [CH3:10][C:11]([O:12][CH:13]=[CH2:14])=[O:15].[OH:1][C:2](=[O:3])[c:4]1[cH:5][cH:6][cH:7][cH:8][cH:9]1.[Pd:16]>>[O:1]([C:2](=[O:3])[c:4]1[cH:5][cH:6][cH:7][cH:8][cH:9]1)[CH:10]=[CH2:11]. The reactants are BrC=1C(=C2CCOC(C2=CC1)CN1CCN(CC1)C(=O)OC(C)(C)C)OC (tert-butyl 4-[(6-bromo-5-methoxy-3,4-dihydro-1H-isochromen-1-yl)methyl]piperazine-1-carboxylate), N#N (N2), CN(C)C=O (DMF). The reagents and catalysts are C=1C=CC(=CC1)[P](C=2C=CC=CC2)(C=3C=CC=CC3)[Pd]([P](C=4C=CC=CC4)(C=5C=CC=CC5)C=6C=CC=CC6)([P](C=7C=CC=CC7)(C=8C=CC=CC8)C=9C=CC=CC9)[P](C=1C=CC=CC1)(C=1C=CC=CC1)C=1C=CC=CC1 (Pd(PPh3)4), [C-]#N.[C-]#N.[Zn+2] (Zn(CN)2). Product: C(#N)C=1C(=C2CCOC(C2=CC1)CN1CCN(CC1)C(=O)OC(C)(C)C)OC (tert-butyl 4-[(6-cyano-5-methoxy-3,4-dihydro-1H-isochromen-1-yl)methyl]piperazine-1-carboxylate). As a reaction SMILES: Br[C:2]1[C:3]([O:26][CH3:27])=[C:4]2[C:9](=[CH:10][CH:11]=1)[CH:8]([CH2:12][N:13]1[CH2:18][CH2:17][N:16]([C:19]([O:21][C:22]([CH3:25])([CH3:24])[CH3:23])=[O:20])[CH2:15][CH2:14]1)[O:7][CH2:6][CH2:5]2.N#N.[CH3:30][N:31](C=O)C>C1C=CC([P]([Pd]([P](C2C=CC=CC=2)(C2C=CC=CC=2)C2C=CC=CC=2)([P](C2C=CC=CC=2)(C2C=CC=CC=2)C2C=CC=CC=2)[P](C2C=CC=CC=2)(C2C=CC=CC=2)C2C=CC=CC=2)(C2C=CC=CC=2)C2C=CC=CC=2)=CC=1.[C-]#N.[C-]#N.[Zn+2]>[C:30]([C:2]1[C:3]([O:26][CH3:27])=[C:4]2[C:9](=[CH:10][CH:11]=1)[CH:8]([CH2:12][N:13]1[CH2:18][CH2:17][N:16]([C:19]([O:21][C:22]([CH3:23])([CH3:24])[CH3:25])=[O:20])[CH2:15][CH2:14]1)[O:7][CH2:6][CH2:5]2)#[N:31] |f:4.5.6,^1:38,40,59,78|. Reported procedure: To a solution of tert-butyl 4-[(6-bromo-5-methoxy-3,4-dihydro-1H-isochromen-1-yl)methyl]piperazine-1-carboxylate (50 mg, 0.11 mmol), Pd(PPh3)4 (20 mg) and Zn(CN)2 (26 mg, 0.23 mmol) in 5 mL of anhydrous DMF was to 110° C. at N2 atmosphere overnight. The reaction was cooled to room temperature, extracted by EtOAc, washed by water then by brine. The organic layer was dried over anhydrous sodium sulfate and concentrated. The residue was purified with prep-TLC to afford tert-butyl 4-[(6-cyano-5-meth... Reactants: ClC=1C=C(C2=C(N1)N(N=C2)C(C)C)C(=O)NCC=2C(NC(=CC2C)C)=O (6-chloro-N-[(4,6-dimethyl-2-oxo-1,2-dihydro-3-pyridinyl)methyl]-1-(1-methylethyl)-1H-pyrazolo[3,4-b]pyridine-4-carboxamide), B(O)O (boronic acid), FC1=CC=C(C=C1)B(O)O ((4-fluorophenyl)boronic acid), C([O-])([O-])=O.[Na+].[Na+] (Sodium carbonate). Reagents/catalysts: C1=CC=C(C=C1)P([C-]2C=CC=C2)C3=CC=CC=C3.C1=CC=C(C=C1)P([C-]2C=CC=C2)C3=CC=CC=C3.Cl[Pd]Cl.[Fe+2].C(Cl)Cl (PdCl2(dppf) CH2Cl2), C1=CC=C(C=C1)P([C-]2C=CC=C2)C3=CC=CC=C3.C1=CC=C(C=C1)P([C-]2C=CC=C2)C3=CC=CC=C3.Cl[Pd]Cl.[Fe+2].C(Cl)Cl (PdCl2(dppf) CH2Cl2). The solvent is O1CCOCC1 (1,4-dioxane). Reaction conditions: temperature 85 celsius, time 2 hour. Product: CC1=C(C(NC(=C1)C)=O)CNC(=O)C=1C2=C(N=C(C1)C1=CC=C(C=C1)F)N(N=C2)C(C)C (N-[(4,6-Dimethyl-2-oxo-1,2-dihydro-3-pyridinyl)methyl]-6-(4-fluorophenyl)-1-(1-methylethyl)-1H-pyrazolo[3,4-b]pyridine-4-carboxamide). Yield: 12.5%. Reaction SMILES: Cl[C:2]1[CH:3]=[C:4]([C:14]([NH:16][CH2:17][C:18]2[C:19](=[O:26])[NH:20][C:21]([CH3:25])=[CH:22][C:23]=2[CH3:24])=[O:15])[C:5]2[CH:10]=[N:9][N:8]([CH:11]([CH3:13])[CH3:12])[C:6]=2[N:7]=1.[F:27][C:28]1[CH:33]=[CH:32][C:31](B(O)O)=[CH:30][CH:29]=1.C(=O)([O-])[O-].[Na+].[Na+].B(O)O>O1CCOCC1.C1C=CC(P(C2C=CC=CC=2)[C-]2C=CC=C2)=CC=1.C1C=CC(P(C2C=CC=CC=2)[C-]2C=CC=C2)=CC=1.Cl[Pd]Cl.[Fe+2].C(Cl)Cl>[CH3:24][C:23]1[CH:22]=[C:21]([CH3:25])[NH:20][C:19](=[O:26])[C:18]=1[CH2:17][NH:16][C:14]([C:4]1[C:5]2[CH:10]=[N:9][N:8]([CH:11]([CH3:13])[CH3:12])[C:6]=2[N:7]=[C:2]([C:31]2[CH:32]=[CH:33][C:28]([F:27])=[CH:29][CH:30]=2)[CH:3]=1)=[O:15] |f:2.3.4,7.8.9.10.11|. Procedure: In a 25 mL sealable tube under nitrogen were combined 6-chloro-N-[(4,6-dimethyl-2-oxo-1,2-dihydro-3-pyridinyl)methyl]-1-(1-methylethyl)-1H-pyrazolo[3,4-b]pyridine-4-carboxamide (90 mg, 0.24 mmol), (4-fluorophenyl)boronic acid (33.7 mg, 0.24 mmol) in 1,4-dioxane (3 mL). PdCl2(dppf)-CH2Cl2 adduct (19.7 mg, 0.024 mmol) was added and the resulting mixture was degassed with nitrogen for 10 min. Sodium carbonate (77 mg, 0.72 mmol) was added, the vessel was sealed, and the mixture was heated at 85° C. ... Yields the product C1(=CC=CC=C1)C=1NC(N(C1)S(=O)(=O)C=1C=C2CCN(C2=CC1)C(NCC)=O)=O (4-phenyl-1-(N-ethylcarbamoylindoline-5-sulfonyl)-2-imidazolone). The reactants are C(C)N=C=O (ethylisocyanate), C1(=CC=CC=C1)C=1NC(N(C1)S(=O)(=O)C=1C=C2CCNC2=CC1)=O (4-Phenyl-1-(indoline-5-sulfonyl)-2-imidazolone). Yield: 94.5%. Procedure details: 4-Phenyl-1-(indoline-5-sulfonyl)-2-imidazolone (100 mg, 0.29 mmol) prepared in Preparation 3 was dissolved in 10 m of toluene, and ethylisocyanate (35 μ, 0.435 mmol) was added thereto. The reaction mixture was stirred for 8 hours at 80° C. The solvent was evaporated therefrom under reduced pressure. The residue was dissolved in 30 m of dichloromethane, washed twice with brine, dried over anhydrous magnesium sulfate, concentrated to an oily state, and then purified by silica gel column chromatogr... Solvent: C1(=CC=CC=C1)C (toluene). Reaction conditions: temperature 80 celsius, time 8 hour. RXN SMILES: [C:1]1([C:7]2[NH:8][C:9](=[O:24])[N:10]([S:12]([C:15]3[CH:16]=[C:17]4[C:21](=[CH:22][CH:23]=3)[NH:20][CH2:19][CH2:18]4)(=[O:14])=[O:13])[CH:11]=2)[CH:6]=[CH:5][CH:4]=[CH:3][CH:2]=1.[CH2:25]([N:27]=[C:28]=[O:29])[CH3:26]>C1(C)C=CC=CC=1>[C:1]1([C:7]2[NH:8][C:9](=[O:24])[N:10]([S:12]([C:15]3[CH:16]=[C:17]4[C:21](=[CH:22][CH:23]=3)[N:20]([C:28](=[O:29])[NH:27][CH2:25][CH3:26])[CH2:19][CH2:18]4)(=[O:14])=[O:13])[CH:11]=2)[CH:2]=[CH:3][CH:4]=[CH:5][CH:6]=1. Reactants: C(C)OCC (Ethyl ether), Br (hydrobromic acid), BrBr (bromine), CC1=C(C=NC=C1)C(C)=O (1-(4-methylpyrid-3-yl)ethanone). Run in C(C)(=O)O (acetic acid). Run at time 2 hour. Yields the product Br.BrCC(=O)C=1C=NC=CC1C (2-bromo-1-(4-methylpyrid-3-yl)ethanone hydrobromide). Isolated yield 84.0%. Reaction SMILES: [CH3:1][C:2]1[CH:7]=[CH:6][N:5]=[CH:4][C:3]=1[C:8](=[O:10])[CH3:9].[BrH:11].BrBr.C(OCC)C>C(O)(=O)C>[BrH:11].[Br:11][CH2:9][C:8]([C:3]1[CH:4]=[N:5][CH:6]=[CH:7][C:2]=1[CH3:1])=[O:10] |f:5.6|. Procedure details: 300 mg (2.22 mmol) of 1-(4-methylpyrid-3-yl)ethanone are dissolved in 20 mL of glacial acetic acid. 730 μl (4.44 mmol) of hydrobromic acid and 126 μl (2.44 mmol) of bromine are added to the medium. The reaction mixture is placed under magnetic stirring at room temperature for 2 hours. Ethyl ether is added to the solution until a precipitate appears. The precipitate corresponding to 2-bromo-1-(4-methylpyrid-3-yl)ethanone hydrobromide is filtered off, washed with ethyl ether and dried. The 550 mg ... Reactants: O=C(n1ccnc1)n1ccnc1, CC(C)(C)OC(=O)NCC(=O)O, CCCCc1nc(Cl)c(C=O)n1Cc1ccc(S(N)(=O)=O)cc1, C1CCC2=NCCCN2CC1, C1CCOC1. Product: CCCCc1nc(Cl)c(C=O)n1Cc1ccc(S(=O)(=O)NC(=O)CNC(=O)OC(C)(C)C)cc1. RXN SMILES: [C:13]([n:14]1[cH:15][cH:16][n:17][cH:18]1)([n:19]1[cH:20][cH:21][n:22][cH:23]1)=[O:24].[C:1](=[O:2])([O:3][C:4]([CH3:5])([CH3:6])[CH3:7])[NH:8][CH2:9][C:10](=[O:11])[OH:12].[CH2:25]([CH2:26][CH2:27][CH3:28])[c:29]1[n:30]([CH2:37][c:38]2[cH:39][cH:40][c:41]([S:44](=[O:45])(=[O:46])[NH2:47])[cH:42][cH:43]2)[c:31]([CH:35]=[O:36])[c:32]([Cl:34])[n:33]1.[CH2:48]1[CH2:49][CH2:50][C:51]2=[N:56][CH2:55][CH2:54][CH2:53][N:52]2[CH2:57][CH2:58]1.[CH2:59]1[O:60][CH2:61][CH2:62][CH2:63]1>>[C:1](=[O:2])([O:3][C:4]([CH3:5])([CH3:6])[CH3:7])[NH:8][CH2:9][C:10](=[O:12])[NH:47][S:44]([c:41]1[cH:40][cH:39][c:38]([CH2:37][n:30]2[c:29]([CH2:25][CH2:26][CH2:27][CH3:28])[n:33][c:32]([Cl:34])[c:31]2[CH:35]=[O:36])[cH:43][cH:42]1)(=[O:45])=[O:46]. Starting materials: C[C@@H]1CC[C@H](CC1)NC(C=CC1=CC(=C(C=C1)OCCN(CC)CC)OC)=O (N-(trans-4-methylcyclohexyl)-4-(2-diethylaminoethoxy)-3-methoxycinnamamide). The reagents and catalysts are [C].[Pd] (palladium-carbon). The solvent is CO (methanol). Yields the product C[C@@H]1CC[C@H](CC1)NC(CCC1=CC(=C(C=C1)OCCN(CC)CC)OC)=O (N-(trans-4-methylcyclohexyl)-3-[4-(2-diethylaminoethoxy) -3-methoxyphenyl]propionamide). The yield is 80.3%. As a reaction SMILES: [CH3:1][C@H:2]1[CH2:7][CH2:6][C@H:5]([NH:8][C:9](=[O:28])[CH:10]=[CH:11][C:12]2[CH:17]=[CH:16][C:15]([O:18][CH2:19][CH2:20][N:21]([CH2:24][CH3:25])[CH2:22][CH3:23])=[C:14]([O:26][CH3:27])[CH:13]=2)[CH2:4][CH2:3]1>[C].[Pd].CO>[CH3:1][C@H:2]1[CH2:3][CH2:4][C@H:5]([NH:8][C:9](=[O:28])[CH2:10][CH2:11][C:12]2[CH:17]=[CH:16][C:15]([O:18][CH2:19][CH2:20][N:21]([CH2:22][CH3:23])[CH2:24][CH3:25])=[C:14]([O:26][CH3:27])[CH:13]=2)[CH2:6][CH2:7]1 |f:1.2|. Reported procedure: Using 1.5 g of N-(trans-4-methylcyclohexyl)-4-(2-diethylaminoethoxy)-3-methoxycinnamamide (Example 140), 0.075 g of 10% palladium-carbon, and 100 ml of methanol, a reaction similar to that conducted in Example 147 was carried out. As a result, 1.21 g of N-(trans-4-methylcyclohexyl)-3-[4-(2-diethylaminoethoxy) -3-methoxyphenyl]propionamide (a compound of the present invention) was obtained as a colorless oil, which had the following physiochemical properties: